From a dataset of the Open Reaction Database (ORD), a public repository of structured organic reaction records. describe an organic reaction: reactants, conditions, products, and yield Starting materials: B(Br)(Br)Br (boron tribromide), NC1=NC(=NC(=N1)C=1C(=CC=2COCC3=CC=CC1C23)Cl)SCCCC(=O)N (4-[4-amino-6-(5-chloro-1H,3H-benzo[de]isochromen-6-yl)-[1,3,5]triazin-2-ylsulfanyl]-butyramide), O.O.O.O.O.O.O.O.O.[S-2].[Na+].[Na+] (sodium sulfide nonahydrate), C(C)N(C(C)C)C(C)C (N-ethyldiisopropylamine). Run in ClCCl (dichloromethane), C(C)(=O)OCC (ethyl acetate). Run at time 8 hour. Product: NC1=NC(=NC(=N1)C1=C(C=C2CSCC=3C=CC=C1C32)Cl)SCCCC(=O)N (4-[4-amino-6-(5-chloro-1H,3H-2-thia-phenalen-6-yl)-[1,3,5]triazin-2-ylsulfanyl]-butyramide). Yield: 50.2%. RXN SMILES: [NH2:1][C:2]1[N:7]=[C:6]([C:8]2[C:9]([Cl:21])=[CH:10][C:11]3[CH2:12]O[CH2:14][C:15]4[C:20]=3[C:19]=2[CH:18]=[CH:17][CH:16]=4)[N:5]=[C:4]([S:22][CH2:23][CH2:24][CH2:25][C:26]([NH2:28])=[O:27])[N:3]=1.B(Br)(Br)Br.O.O.O.O.O.O.O.O.O.[S-2:42].[Na+].[Na+].C(N(C(C)C)C(C)C)C>ClCCl.C(OCC)(=O)C>[NH2:1][C:2]1[N:7]=[C:6]([C:8]2[C:19]3[C:20]4[C:11]([CH2:12][S:42][CH2:14][C:15]=4[CH:16]=[CH:17][CH:18]=3)=[CH:10][C:9]=2[Cl:21])[N:5]=[C:4]([S:22][CH2:23][CH2:24][CH2:25][C:26]([NH2:28])=[O:27])[N:3]=1 |f:2.3.4.5.6.7.8.9.10.11.12.13|. Procedure: 4-[4-amino-6-(5-chloro-1H,3H-benzo[de]isochromen-6-yl)-[1,3,5]triazin-2-ylsulfanyl]-butyramide (100 mg, 0.24 mmol) obtained in Example 339 was dissolved in dichloromethane (4 ml) at room temperature. To the solution was added boron tribromide (1.0M in dichloromethane, 0.96 ml) and the resulted suspension was stirred overnight. The mixture was concentrated followed by dilution with N,N-dimethylformamide (6 ml). To the mixture were added sodium sulfide nonahydrate (220 mg, 2.46 mmol) and N-ethyldi... Reactants: N(C1=CC=CC=C1)CCO (2-Anilinoethanol), Cl (hydrochloric acid), C(C)(=O)Cl (acetyl chloride). Run in C(C)#N (acetonitrile). Conditions: temperature 22 celsius, time 16 hour. Product: Cl.C(C)(=O)OCCNC1=CC=CC=C1 (2-Anilinoethyl Acetate Hydro-chloride). Isolated yield 91.3%. RXN SMILES: [NH:1]([CH2:8][CH2:9][OH:10])[C:2]1[CH:7]=[CH:6][CH:5]=[CH:4][CH:3]=1.Cl.[C:12]([Cl:15])(=[O:14])[CH3:13]>C(#N)C>[ClH:15].[C:12]([O:10][CH2:9][CH2:8][NH:1][C:2]1[CH:7]=[CH:6][CH:5]=[CH:4][CH:3]=1)(=[O:14])[CH3:13] |f:4.5|. Procedure: 2-Anilinoethanol (137 g, 1.0 mol) was mixed with acetonitrile (300 ml) and concentrated hydrochloric acid (100 ml), and the reaction mixture was evaporated to dryness. The residue was dissolved in acetonitrile (1000 ml); acetyl chloride (89 ml, 1.25 mol) was added and the reaction mixture was stirred at room temperature (22° C.) for 16 hours. The mixture was evaporated to dryness under reduced pressure and the resulting solid was triturated with ethyl ether (1000 ml). The solid was removed by fi...